From a dataset of the Open Reaction Database (ORD), a public repository of structured organic reaction records. describe an organic reaction: reactants, conditions, products, and yield The reactants are Cl.COC1=C(C=CC=C1)N1CCN(CC1)CC1=C(NC(N1)=O)C(=O)OCC (ethyl 2,3-dihydro-5-[[4-(2-methoxyphenyl)-1-piperazinyl]methyl]-2-oxo-1H-imidazole-4-carboxylate hydrochloride), [OH-].[Li+] (lithium hydroxide), Cl (hydrochloric acid). Run in O (water). Run at time 48 hour. The product is COC1=C(C=CC=C1)N1CCN(CC1)CC1=C(NC(N1)=O)C(=O)O (2,3-dihydro-5-[[4-(2-methoxyphenyl)-1-piperazinyl]methyl]-2-oxo-1H-imidazole-4-carboxylic acid). Reaction SMILES: Cl.[CH3:2][O:3][C:4]1[CH:9]=[CH:8][CH:7]=[CH:6][C:5]=1[N:10]1[CH2:15][CH2:14][N:13]([CH2:16][C:17]2[NH:21][C:20](=[O:22])[NH:19][C:18]=2[C:23]([O:25]CC)=[O:24])[CH2:12][CH2:11]1.[OH-].[Li+].Cl>O>[CH3:2][O:3][C:4]1[CH:9]=[CH:8][CH:7]=[CH:6][C:5]=1[N:10]1[CH2:11][CH2:12][N:13]([CH2:16][C:17]2[NH:21][C:20](=[O:22])[NH:19][C:18]=2[C:23]([OH:25])=[O:24])[CH2:14][CH2:15]1 |f:0.1,2.3|. Reported procedure: The ethyl 2,3-dihydro-5-[[4-(2-methoxyphenyl)-1-piperazinyl]methyl]-2-oxo-1H-imidazole-4-carboxylate obtained in Example 6 is dissolved in a solution of 3 equivalents of lithium hydroxide in water. The solution is allowed to stand at room temperature for 48 hours before it is neutralized carefully with 2 equivalents of hydrochloric acid. The precipitate which forms is separated by filtration and recrystallized from a mixture of ethanol and ethyl acetate to give 2,3-dihydro-5-[[4-(2-methoxyphenyl... The reactants are O=C1C=CC(=NN1)C1=CC=C(C=C1)C(N)=S (4-(1,6-dihydro-6-oxo-3-pyridazinyl)benzenecarbothioamide), BrCCBr (1,2-dibromoethane), C(=O)([O-])[O-].[K+].[K+] (K2CO3). The solvent is CN(C)C=O (DMF). Product: S1C(=NCC1)C1=CC=C(C=C1)C=1CCC(NN1)=O (6-[4-(4,5-Dihydro-2-thiazolyl)phenyl]-4,5-dihydro-3(2H)-pyridazinone). Isolated yield 30.6%. RXN SMILES: [O:1]=[C:2]1[NH:7][N:6]=[C:5]([C:8]2[CH:13]=[CH:12][C:11]([C:14](=[S:16])[NH2:15])=[CH:10][CH:9]=2)[CH:4]=[CH:3]1.Br[CH2:18][CH2:19]Br.C([O-])([O-])=O.[K+].[K+]>CN(C=O)C>[S:16]1[CH2:19][CH2:18][N:15]=[C:14]1[C:11]1[CH:12]=[CH:13][C:8]([C:5]2[CH2:4][CH2:3][C:2](=[O:1])[NH:7][N:6]=2)=[CH:9][CH:10]=1 |f:2.3.4|. Procedure: A solution of 3.5 g of 4-(1,6-dihydro-6-oxo-3-pyridazinyl)benzenecarbothioamide, 3.1 g of 1,2-dibromoethane in 75 ml of DMF containing 4.2 g of K2CO3 is heated on a steambath for three hours. The inorganic salts are filtered and the filtrate is evaporated under reduced pressure. The residue is crystallized from ethanol/tetrahydrofuran to yield 1.2 g of the product, 6-[4-(4,5-dihydro-2-thiazolyl)phenyl]-4,5-dihydro3(2H)-pyridazinone mp 236°-238° C. Reactants: CC(C1=CC=CC=C1)(C)N1C(C(=C(C1)O)C1=CC=CC=C1)=O (1-(α,α-dimethylbenzyl)-4-hydroxy-2-oxo-3-phenyl-3-pyrroline), Ice water, C(C)(=O)OC(C)=O (acetic anhydride). The solvent is N1=CC=CC=C1 (pyridine). Conditions: time 1 day. Product: C(C)(=O)OC1=C(C(N(C1)C(C1=CC=CC=C1)(C)C)=O)C1=CC=CC=C1 (4-acetoxy-1-(α,α-dimethylbenzyl)-3-phenyl-3-pyrrolin-2-one). The yield is 81.0%. Reaction SMILES: [CH3:1][C:2]([N:10]1[CH2:14][C:13]([OH:15])=[C:12]([C:16]2[CH:21]=[CH:20][CH:19]=[CH:18][CH:17]=2)[C:11]1=[O:22])([CH3:9])[C:3]1[CH:8]=[CH:7][CH:6]=[CH:5][CH:4]=1.[C:23](OC(=O)C)(=[O:25])[CH3:24]>N1C=CC=CC=1>[C:23]([O:15][C:13]1[CH2:14][N:10]([C:2]([CH3:1])([CH3:9])[C:3]2[CH:4]=[CH:5][CH:6]=[CH:7][CH:8]=2)[C:11](=[O:22])[C:12]=1[C:16]1[CH:17]=[CH:18][CH:19]=[CH:20][CH:21]=1)(=[O:25])[CH3:24]. Reported procedure: 5 g (17 mmol) of 1-(α,α-dimethylbenzyl)-4-hydroxy-2-oxo-3-phenyl-3-pyrroline prepared by the method of Reference Example 13, was dissolved in a solution of 10 ml of acetic anhydride and 20 ml of pyridine, and the solution was stirred at room temperature for one day and night. Ice water was added to the reaction solution and extracted with ethyl acetate. The ethyl acetate layer was thoroughly washed with water and then dried over anhydrous magnesium sulfate. The solvent was distilled off under re... Reactants: CCOC(C)=O, CCO, Cl, COC(=O)c1ccc(-c2cccs2)cc1Nc1ccc(F)cc1, [Na+], [OH-]. Yields the product O=C(O)c1ccc(-c2cccs2)cc1Nc1ccc(F)cc1. As a reaction SMILES: [CH3:30][CH2:31][O:32][C:33](=[O:34])[CH3:35].[CH3:3][CH2:4][OH:5].[ClH:29].[F:6][c:7]1[cH:8][cH:9][c:10]([NH:11][c:12]2[c:13]([C:14](=[O:15])[O:16][CH3:17])[cH:18][cH:19][c:20](-[c:22]3[s:23][cH:24][cH:25][cH:26]3)[cH:21]2)[cH:27][cH:28]1.[Na+:2].[OH-:1]>>[F:6][c:7]1[cH:8][cH:9][c:10]([NH:11][c:12]2[c:13]([C:14](=[O:15])[OH:16])[cH:18][cH:19][c:20](-[c:22]3[s:23][cH:24][cH:25][cH:26]3)[cH:21]2)[cH:27][cH:28]1.